Task: describe an organic reaction: reactants, conditions, products, and yield. Dataset: the Open Reaction Database (ORD), a public repository of structured organic reaction records Reactants: O1C(=CC=C1)C1=NC(=NC(=C1I)S(=O)C)N (4-furan-2-yl-5-iodo-6-methanesulfinyl-pyrimidin-2-yl-amine), CN (methylamine). The solvent is C1CCOC1.C(C)O (THF ethanol). Yields the product O1C(=CC=C1)C1=C(C(=NC(=N1)N)NC)I (6-Furan-2-yl-5-iodo-N4-methyl-pyrimidine-2,4-diamine). Reaction SMILES: [O:1]1[CH:5]=[CH:4][CH:3]=[C:2]1[C:6]1[C:11]([I:12])=[C:10](S(C)=O)[N:9]=[C:8]([NH2:16])[N:7]=1.[CH3:17][NH2:18]>C1COCC1.C(O)C>[O:1]1[CH:5]=[CH:4][CH:3]=[C:2]1[C:6]1[N:7]=[C:8]([NH2:16])[N:9]=[C:10]([NH:18][CH3:17])[C:11]=1[I:12] |f:2.3|. Reported procedure: From 4-furan-2-yl-5-iodo-6-methanesulfinyl-pyrimidin-2-yl-amine and methylamine in THF/ethanol. ES-MS m/e (%): 317 (M+H+, 100). Reactants: CCO[Si](OCC)(OCC)c1ccccc1OC (effective_coupling_partner), CN(C)C(=O)Oc1cccc2c(F)cccc12 (substrate). Reagents/catalysts: dcype. Run at temperature 120 celsius, time 12 hour. The product is COc1ccccc1c2cccc3c(F)cccc23. Reactants: COc1cc(C#N)c([N+](=O)[O-])cc1OC, [Na+], [Na+], O, O=S([O-])S(=O)[O-]. Yields the product COc1cc(N)c(C#N)cc1OC. RXN SMILES: [N+:1]([O-:2])(=[O:3])[c:4]1[c:5]([C:6]#[N:7])[cH:8][c:9]([O:14][CH3:15])[c:10]([O:12][CH3:13])[cH:11]1.[Na+:22].[Na+:23].[OH2:24].[S:16]([S:17]([O-:18])=[O:19])([O-:20])=[O:21]>>[NH2:1][c:4]1[c:5]([C:6]#[N:7])[cH:8][c:9]([O:14][CH3:15])[c:10]([O:12][CH3:13])[cH:11]1. Starting materials: B, [Br-], [Br-], [Br-], COc1cccc2c1CN(C(=O)c1ccc(Cl)cc1)CC(=O)N2Cc1ccc(C(=O)N2CC=CC2)cc1, ClCCl. Yields the product O=C(c1ccc(CN2C(=O)CN(C(=O)c3ccc(Cl)cc3)Cc3c(O)cccc32)cc1)N1CC=CC1. As a reaction SMILES: [BH3:41].[Br-:38].[Br-:39].[Br-:40].[Cl:1][c:2]1[cH:3][cH:4][c:5]([C:6](=[O:7])[N:8]2[CH2:9][C:10](=[O:35])[N:11]([CH2:21][c:22]3[cH:23][cH:24][c:25]([C:28](=[O:29])[N:30]4[CH2:31][CH:32]=[CH:33][CH2:34]4)[cH:26][cH:27]3)[c:12]3[c:13]([c:15]([O:19][CH3:20])[cH:16][cH:17][cH:18]3)[CH2:14]2)[cH:36][cH:37]1.[Cl:42][CH2:43][Cl:44]>>[Cl:1][c:2]1[cH:3][cH:4][c:5]([C:6](=[O:7])[N:8]2[CH2:9][C:10](=[O:35])[N:11]([CH2:21][c:22]3[cH:23][cH:24][c:25]([C:28](=[O:29])[N:30]4[CH2:31][CH:32]=[CH:33][CH2:34]4)[cH:26][cH:27]3)[c:12]3[c:13]([c:15]([OH:19])[cH:16][cH:17][cH:18]3)[CH2:14]2)[cH:36][cH:37]1.